This data is from the Open Reaction Database (ORD), a public repository of structured organic reaction records. The task is: describe an organic reaction: reactants, conditions, products, and yield Starting materials: O=C(Cl)c1ccccc1, ClCCl, CN(C)Cc1ccccc1, C#N, N#C[Na], O. Product: N#CC(=O)c1ccccc1. As a reaction SMILES: [C:1]([c:2]1[cH:3][cH:4][cH:5][cH:6][cH:7]1)(=[O:8])[Cl:9].[CH2:25]([Cl:26])[Cl:27].[CH3:12][N:13]([CH2:14][c:15]1[cH:16][cH:17][cH:18][cH:19][cH:20]1)[CH3:21].[CH:10]#[N:11].[Na:22][C:23]#[N:24].[OH2:28]>>[C:1]([c:2]1[cH:3][cH:4][cH:5][cH:6][cH:7]1)(=[O:8])[C:12]#[N:13]. Reactants: C(C1=CC=CC=C1)OC([C@@H](CC(=O)N1CCOCC1)NS(=O)(=O)C1=CC=C(C=C1)OC1=CC=CC=C1)=O ((2R)-(4-phenyloxybenzenesulfonylamino)-4-morpholin-4-yl-4-oxobutyric acid benzyl ester). Reagents/catalysts: [Pd] (Pd on carbon). Run in CCOC(=O)C (EtOAc). Reaction conditions: time 2 hour. The product is C1(=CC=CC=C1)OC1=CC=C(C=C1)S(=O)(=O)N[C@@H](C(=O)O)CC(=O)N1CCOCC1 ((2R)-(4-phenyloxybenzenesulfonylamino)-4-morpholin-4-yl-4-oxobutyric acid). Isolated yield 92.6%. RXN SMILES: C([O:8][C:9](=[O:37])[C@H:10]([NH:20][S:21]([C:24]1[CH:29]=[CH:28][C:27]([O:30][C:31]2[CH:36]=[CH:35][CH:34]=[CH:33][CH:32]=2)=[CH:26][CH:25]=1)(=[O:23])=[O:22])[CH2:11][C:12]([N:14]1[CH2:19][CH2:18][O:17][CH2:16][CH2:15]1)=[O:13])C1C=CC=CC=1>CCOC(C)=O.[Pd]>[C:31]1([O:30][C:27]2[CH:26]=[CH:25][C:24]([S:21]([NH:20][C@H:10]([CH2:11][C:12]([N:14]3[CH2:19][CH2:18][O:17][CH2:16][CH2:15]3)=[O:13])[C:9]([OH:37])=[O:8])(=[O:22])=[O:23])=[CH:29][CH:28]=2)[CH:32]=[CH:33][CH:34]=[CH:35][CH:36]=1. Reported procedure: A mixture of the title C compound, (2R)-(4-phenyloxybenzenesulfonylamino)-4-morpholin-4-yl-4-oxobutyric acid benzyl ester (430 mg, 0.82 mmol) and 10% Pd on carbon (100 mg) in 10 mL of EtOAc is stirred under hydrogen (H2) atmosphere (1 atm) for 2 h. The catalyst is removed by vacuum filtration though celite, and the filtrate is concentrated to afford 330 mg (100%) of (2R)-(4-phenyloxybenzenesulfonylamino)-4-morpholin-4-yl-4-oxobutyric acid as a white solid: m.p. 147-149° C.; ESI-MS 433 (M−−1). The reactants are COC(C(=O)OCC)CC1=CC(=C(C=C1)OC)NC(CC1=CC=C(C=C1)C(F)(F)F)=O (Ethyl 2-methoxy-3-[4-methoxy-3-[2-[4-(trifluoromethyl)phenyl]acetylamino]phenyl]propanoate), aqueous solution, [OH-].[Na+] (sodium hydroxide). Run in CO (methanol). Run at time 5 hour. Product: COC(C(=O)O)CC1=CC(=C(C=C1)OC)NC(CC1=CC=C(C=C1)C(F)(F)F)=O (2-Methoxy-3-[4-methoxy-3-[2-[4-(trifluoromethyl)phenyl]acetylamino]phenyl]propanoic acid). Isolated yield 93.4%. As a reaction SMILES: [CH3:1][O:2][CH:3]([CH2:9][C:10]1[CH:15]=[CH:14][C:13]([O:16][CH3:17])=[C:12]([NH:18][C:19](=[O:31])[CH2:20][C:21]2[CH:26]=[CH:25][C:24]([C:27]([F:30])([F:29])[F:28])=[CH:23][CH:22]=2)[CH:11]=1)[C:4]([O:6]CC)=[O:5].[OH-].[Na+]>CO>[CH3:1][O:2][CH:3]([CH2:9][C:10]1[CH:15]=[CH:14][C:13]([O:16][CH3:17])=[C:12]([NH:18][C:19](=[O:31])[CH2:20][C:21]2[CH:22]=[CH:23][C:24]([C:27]([F:29])([F:30])[F:28])=[CH:25][CH:26]=2)[CH:11]=1)[C:4]([OH:6])=[O:5] |f:1.2|. Procedure details: Ethyl 2-methoxy-3-[4-methoxy-3-[2-[4-(trifluoromethyl)phenyl]acetylamino]phenyl]propanoate (442 mg, 0.986 mmol), methanol (9 mL) and 1 mol/L aqueous solution of sodium hydroxide (5 mL) were mixed. After stirring for 5 hours at room temperature, the reaction mixture was concentrated under reduced pressure. The residue was dissolved in water, washed with ether, and then made acidic with diluted hydrochloric acid. The precipitates produced were filtered and dried to afford 379 mg (93%) of the title...